From a dataset of the Open Reaction Database (ORD), a public repository of structured organic reaction records. describe an organic reaction: reactants, conditions, products, and yield Reactants: CC(C(=O)[O-])C1CCN2C1=CC=1C(=CC(=CC21)F)C(C)C ((+/−)-methyl(6-fluoro-8-isopropyl-2,3-dihydro-1H-pyrrolo[1,2-a]indol-1-yl)acetate), C1(=CC=CC2=CC=CC=C12)C(=O)Cl (1-naphthoyl chloride). The product is FC=1C=C(C=2C(=C3N(C2C1)CCC3CC(=O)O)C(=O)C3=CC=CC1=CC=CC=C31)C(C)C ((+/−)-[6-FLUORO-8-ISOPROPYL-9-(1-NAPHTHOYL)-2,3-DIHYDRO-1H-PYRROLO[1,2-a]INDOL-1-YL]ACETIC ACID). RXN SMILES: C[CH:2]([CH:6]1[C:10]2=[CH:11][C:12]3[C:13]([CH:19]([CH3:21])[CH3:20])=[CH:14][C:15]([F:18])=[CH:16][C:17]=3[N:9]2[CH2:8][CH2:7]1)[C:3]([O-:5])=[O:4].[C:22]1([C:32](Cl)=[O:33])[C:31]2[C:26](=[CH:27][CH:28]=[CH:29][CH:30]=2)[CH:25]=[CH:24][CH:23]=1>>[F:18][C:15]1[CH:14]=[C:13]([CH:19]([CH3:21])[CH3:20])[C:12]2[C:11]([C:32]([C:22]3[C:31]4[C:26](=[CH:27][CH:28]=[CH:29][CH:30]=4)[CH:25]=[CH:24][CH:23]=3)=[O:33])=[C:10]3[CH:6]([CH2:2][C:3]([OH:5])=[O:4])[CH2:7][CH2:8][N:9]3[C:17]=2[CH:16]=1. Procedure details: Starting from methyl(6-fluoro-8-isopropyl-2,3-dihydro-1H-pyrrolo[1,2-a]indol-1-yl)acetate (Example 44, Step 2) and 1-naphthoyl chloride, the title compound was synthesized following the procedures described in Step 1 of Example 61 and Step 10 of Example 7. Starting materials: N1(C=NC=C1)CCC1CCNCCC1 (hexahydro-4-[2-(1H-imidazol-1-yl)ethyl]-1H-azepine), COC(N(C)C)OC (dimethylformamide dimethylacetal). Run at temperature 100 celsius. Yields the product COC(C1NCCCC(C1)CCN1C=NC=C1)OC (hexahydro-4-[2-(1H-imidazol-1-yl)ethyl]-1H-azepine carboxaldehyde dimethylacetal). RXN SMILES: [N:1]1([CH2:6][CH2:7][CH:8]2[CH2:14][CH2:13][CH2:12][NH:11][CH2:10][CH2:9]2)[CH:5]=[CH:4][N:3]=[CH:2]1.[CH3:15][O:16][CH:17]([O:21][CH3:22])N(C)C>>[CH3:15][O:16][CH:17]([O:21][CH3:22])[CH:10]1[CH2:9][CH:8]([CH2:7][CH2:6][N:1]2[CH:5]=[CH:4][N:3]=[CH:2]2)[CH2:14][CH2:13][CH2:12][NH:11]1. Procedure: A mixture of hexahydro-4-[2-(1H-imidazol-1-yl)ethyl]-1H-azepine (6.0 g, 0.031M) and dimethylformamide dimethylacetal (33 ml) was heated at 100° C. for 4 hrs. The reaction was stripped to dryness to give hexahydro-4-[2-(1H-imidazol-1-yl)ethyl]-1H-azepine carboxaldehyde dimethylacetal. The solution of the hexahydroazepine carboxaldehyde dimethylacetal in methylene chloride (40 ml) was added to the mixture of 6-aminopenicillanic acid (5.7 g, 0.026M) and diisopropylethylamine (3.15 ml) in methylene ... Procedure details: Coupling of ketone 5 and 3-(3-fluorophenyl)-1-propylamine, using the method given in Example 1, gave 6-{trans-4-[3-(3-fluorophenyl)propylamino]-cyclohexyl}-3H-benzoxazol-2-one (1.4 g, 37%) as the HCl salt: 1H NMR (500 MHz, DMSO-d6): δ 11.48 (s, 1H), 8.79 (s, 2H), 7.38-7.33 (m, 1H), 7.17 (s, 1H), 7.12-7.08 (m, 2H), 7.06-6.97 (m, 3H), 3.10-3.03 (m, 1H), 2.97-2.89 (m, 2H), 2.71 (dd, J=8, 8 Hz, 2H), 2.57-2.50 (m, 1H), 2.18-2.11 (m, 2H), 1.98-1.92 (m, 2H), 1.89-1.85 (m, 2H), 1.57-1.46 (m, 4H). Isolated yield 37.0%. The reactants are C1(CCC(CC1)=O)C1=CC2=C(NC(O2)=O)C=C1 (6-(4-cyclohexanonyl)benzoxazolin-2-one), Cl (HCl), FC=1C=C(C=CC1)CCCN (3-(3-fluorophenyl)-1-propylamine). The product is FC=1C=C(C=CC1)CCCN[C@@H]1CC[C@H](CC1)C1=CC2=C(NC(O2)=O)C=C1 (6-{trans-4-[3-(3-fluorophenyl)propylamino]-cyclohexyl}-3H-benzoxazol-2-one). RXN SMILES: [CH:1]1([C:8]2[CH:17]=[CH:16][C:11]3[NH:12][C:13](=[O:15])[O:14][C:10]=3[CH:9]=2)[CH2:6][CH2:5][C:4](=O)[CH2:3][CH2:2]1.[F:18][C:19]1[CH:20]=[C:21]([CH2:25][CH2:26][CH2:27][NH2:28])[CH:22]=[CH:23][CH:24]=1.Cl>>[F:18][C:19]1[CH:20]=[C:21]([CH2:25][CH2:26][CH2:27][NH:28][C@H:4]2[CH2:5][CH2:6][C@H:1]([C:8]3[CH:17]=[CH:16][C:11]4[NH:12][C:13](=[O:15])[O:14][C:10]=4[CH:9]=3)[CH2:2][CH2:3]2)[CH:22]=[CH:23][CH:24]=1. The product is CCOC=C(C(=O)OCC)C(=O)c1ccc(Cl)nc1Cl. Starting materials: CC(=O)OC(C)=O, CCOC(OCC)OCC, CCOC(=O)CC(=O)c1ccc(Cl)nc1Cl. As a reaction SMILES: [CH3:27][C:28]([O:29][C:30](=[O:31])[CH3:32])=[O:33].[CH:17]([O:18][CH2:19][CH3:20])([O:21][CH2:22][CH3:23])[O:24][CH2:25][CH3:26].[Cl:1][c:2]1[c:3]([C:4](=[O:5])[CH2:6][C:7](=[O:8])[O:9][CH2:10][CH3:11])[cH:12][cH:13][c:14]([Cl:16])[n:15]1>>[Cl:1][c:2]1[c:3]([C:4](=[O:5])[C:6]([C:7](=[O:8])[O:9][CH2:10][CH3:11])=[CH:17][O:18][CH2:19][CH3:20])[cH:12][cH:13][c:14]([Cl:16])[n:15]1. Starting materials: Fc1ccc(Br)cc1-c1nc2ccccc2[nH]1, C1CCOC1, CI, [H-], [Na+]. The product is Cn1c(-c2cc(Br)ccc2F)nc2ccccc21. RXN SMILES: [Br:3][c:4]1[cH:5][cH:6][c:7]([F:19])[c:8](-[c:10]2[n:11][c:12]3[c:13]([nH:14]2)[cH:15][cH:16][cH:17][cH:18]3)[cH:9]1.[CH2:22]1[O:23][CH2:24][CH2:25][CH2:26]1.[CH3:20][I:21].[H-:2].[Na+:1]>>[Br:3][c:4]1[cH:5][cH:6][c:7]([F:19])[c:8](-[c:10]2[n:11]([CH3:20])[c:12]3[c:13]([n:14]2)[cH:15][cH:16][cH:17][cH:18]3)[cH:9]1. The reactants are OC[C@H]1[C@H](CC[C@@H]1C)[C@H](CO)C ((2R)-2-[(1R, 2R, 3S)-2-(hydroxymethyl)-3-methylcyclopent-1-yl]propan-1-ol), C1(=CC=C(C=C1)S(=O)(=O)O)C (p-toluenesulfonic acid), C(C)(=O)OCC (ethyl acetate). Solvent: ClCCl (dichloromethane), COC(C)(C)OC (2, 2-dimethoxypropan). Conditions: time 12 hour. Product: CC1(OC[C@@H]2[C@H](CC[C@H]2[C@H](CO1)C)C)C ((1R, 7R, 8S, 11S)-4, 4, 7, 11-tetramethyl-3, 5-dioxabicyclo[6. 3. 0]undecane). Isolated yield 162.2%. RXN SMILES: [OH:1][CH2:2][C@@H:3]1[C@@H:7]([CH3:8])[CH2:6][CH2:5][C@@H:4]1[C@@H:9]([CH3:12])[CH2:10][OH:11].[C:13]1(C)[CH:18]=CC(S(O)(=O)=O)=C[CH:14]=1.C(OCC)(=O)C>ClCCl.COC(OC)(C)C>[CH3:14][C:13]1([CH3:18])[O:11][CH2:10][C@H:9]([CH3:12])[C@H:4]2[C@@H:3]([C@@H:7]([CH3:8])[CH2:6][CH2:5]2)[CH2:2][O:1]1. Reported procedure: (2R)-2-[(1R, 2R, 3S)-2-(hydroxymethyl)-3-methylcyclopent-1-yl]propan-1-ol (100 mg, 0.00058 mol) (obtained in Definite Example 45) was dissolved in 5 mι of dichloromethane, and 2 mι of 2, 2-dimethoxypropan and 5 mg of p-toluenesulfonic acid were added. After being stirred at room temperature for 12 hours, the reaction mixture was poured into 50 mι of ethyl acetate. After the organic layer was washed with an aqueous mixed solution of aqueous sodium bicarbonate (10 mι) and saturated sodium chloride... Reactants: CO, Cl, O=C(c1ccccc1C(F)(F)F)c1nccn1CC(CCOC1CCCCO1)c1ccc(Cl)c(Cl)c1. Product: O=C(c1ccccc1C(F)(F)F)c1nccn1CC(CCO)c1ccc(Cl)c(Cl)c1. Reaction SMILES: [CH3:38][OH:39].[ClH:37].[F:1][C:2]([c:3]1[c:4]([C:5](=[O:6])[c:7]2[n:8]([CH2:12][CH:13]([CH2:14][CH2:15][O:16][CH:17]3[CH2:18][CH2:19][CH2:20][CH2:21][O:22]3)[c:23]3[cH:24][c:25]([Cl:30])[c:26]([Cl:29])[cH:27][cH:28]3)[cH:9][cH:10][n:11]2)[cH:31][cH:32][cH:33][cH:34]1)([F:35])[F:36]>>[F:1][C:2]([c:3]1[c:4]([C:5](=[O:6])[c:7]2[n:8]([CH2:12][CH:13]([CH2:14][CH2:15][OH:16])[c:23]3[cH:24][c:25]([Cl:30])[c:26]([Cl:29])[cH:27][cH:28]3)[cH:9][cH:10][n:11]2)[cH:31][cH:32][cH:33][cH:34]1)([F:35])[F:36].